The task is: describe an organic reaction: reactants, conditions, products, and yield. This data is from the Open Reaction Database (ORD), a public repository of structured organic reaction records. Conditions: time 3 hour. Reactants: FC1=C(C=C(C=C1)NC(C1=NC=CC=C1)=O)[C@@]12N=C(SC[C@@H]1CCO2)NC(OC(C)(C)C)=O (tert-butyl ((4aR,7aR)-7a-(2-fluoro-5-(picolinamido)phenyl)-4a,5,6,7a-tetrahydro-4H-furo[2,3-d][1,3]thiazin-2-yl)carbamate), C(=O)(C(F)(F)F)O (TFA). Yields the product NC=1SC[C@H]2[C@@](N1)(OCC2)C=2C=C(C=CC2F)NC(C2=NC=CC=C2)=O ((±)-N-(3-((4aR,7aR)-2-amino-4a,5,6,7a-tetrahydro-4H-furo[2,3-d][1,3]thiazin-7a-yl)-4-fluorophenyl)picolinamide). Reaction SMILES: [F:1][C:2]1[CH:7]=[CH:6][C:5]([NH:8][C:9](=[O:16])[C:10]2[CH:15]=[CH:14][CH:13]=[CH:12][N:11]=2)=[CH:4][C:3]=1[C@:17]12[O:25][CH2:24][CH2:23][C@H:22]1[CH2:21][S:20][C:19]([NH:26]C(=O)OC(C)(C)C)=[N:18]2.C(O)(C(F)(F)F)=O>ClCCl>[NH2:26][C:19]1[S:20][CH2:21][C@@H:22]2[CH2:23][CH2:24][O:25][C@:17]2([C:3]2[CH:4]=[C:5]([NH:8][C:9](=[O:16])[C:10]3[CH:15]=[CH:14][CH:13]=[CH:12][N:11]=3)[CH:6]=[CH:7][C:2]=2[F:1])[N:18]=1. Procedure details: To a solution of tert-butyl ((4aR,7aR)-7a-(2-fluoro-5-(picolinamido)phenyl)-4a,5,6,7a-tetrahydro-4H-furo[2,3-d][1,3]thiazin-2-yl)carbamate (Preparation 5, 12 mg, 0.025 mmol) in dichloromethane (254 μL) was added TFA (39.1 μL, 0.508 mmol) at rt, and the reaction mixture was stirred at rt for 3 h. The crude product was directly purified by prep TLC eluting with 90% CH2Cl2/9% MeOH/1% NH4OH to give the title compound (5 mg, 0.013 mmol, 52.9% yield) a colorless oil. 1H NMR (500 MHz, CHLOROFORM-d) δ 1... Solvent: ClCCl (dichloromethane). Yield: 52.0%. Reactants: BrC1=C(SC(=C1)C(OCC)OCC)[N+](=O)[O-] (3-bromo-5-(diethoxymethyl)-2-nitrothiophene), CO (MeOH), C[O-].[Na+] (sodium methanolate). Conditions: temperature 120 celsius. Product: C(C)OC(C1=CC(=C(S1)[N+](=O)[O-])OC)OCC (5-(diethoxymethyl)-3-methoxy-2-nitrothiophene). Yield: 403.1%. RXN SMILES: Br[C:2]1[CH:6]=[C:5]([CH:7]([O:11][CH2:12][CH3:13])[O:8][CH2:9][CH3:10])[S:4][C:3]=1[N+:14]([O-:16])=[O:15].[CH3:17][OH:18].C[O-].[Na+]>>[CH2:9]([O:8][CH:7]([O:11][CH2:12][CH3:13])[C:5]1[S:4][C:3]([N+:14]([O-:16])=[O:15])=[C:2]([O:18][CH3:17])[CH:6]=1)[CH3:10] |f:2.3|. Procedure details: To a solution of 3-bromo-5-(diethoxymethyl)-2-nitrothiophene (Int. 66) (1 g, 3.22 mmol) in MeOH (10 ml) copper(II) oxide (0.051 g, 0.645 mmol), KI (10.7 mg, 0.064 mmol) and sodium methanolate (0.662 g, 12.25 mmol) were added, and the mixture was heated under MW irradiation at 120° C. for 2 hours. The reaction mixture was filtered through a celite pad, the filtrate was concentrated under vacuum and then partitioned between 0.5N HCl and EtOAc. The organic phase was dried over sodium sulfate, filte... Starting materials: CCOC(=O)c1cnc(Cl)c2c(COc3cc(-c4cn(C)nn4)ccc3C)csc12, CC(C)O, N. Product: CCOC(=O)c1cnc(N)c2c(COc3cc(-c4cn(C)nn4)ccc3C)csc12. Reaction SMILES: [CH2:2]([CH3:3])[O:4][C:5](=[O:6])[c:7]1[c:8]2[c:9]([c:10]([Cl:13])[n:11][cH:12]1)[c:14]([CH2:17][O:18][c:19]1[c:20]([CH3:31])[cH:21][cH:22][c:23](-[c:25]3[n:26][n:27][n:28]([CH3:30])[cH:29]3)[cH:24]1)[cH:15][s:16]2.[CH3:32][CH:33]([OH:34])[CH3:35].[NH3:1]>>[NH2:1][c:10]1[c:9]2[c:8]([c:7]([C:5]([O:4][CH2:2][CH3:3])=[O:6])[cH:12][n:11]1)[s:16][cH:15][c:14]2[CH2:17][O:18][c:19]1[c:20]([CH3:31])[cH:21][cH:22][c:23](-[c:25]2[n:26][n:27][n:28]([CH3:30])[cH:29]2)[cH:24]1. Starting materials: CCOC(=O)c1cnc2ccc(OC)cc2c1Br, C1CCOC1, Cl, [Na+], [OH-]. The product is COc1ccc2ncc(C(=O)O)c(Br)c2c1. RXN SMILES: [CH2:1]([CH3:2])[O:3][C:4](=[O:5])[c:6]1[cH:7][n:8][c:9]2[cH:10][cH:11][c:12]([O:17][CH3:18])[cH:13][c:14]2[c:15]1[Br:16].[CH2:22]1[O:23][CH2:24][CH2:25][CH2:26]1.[ClH:21].[Na+:20].[OH-:19]>>[O:3]=[C:4]([OH:5])[c:6]1[cH:7][n:8][c:9]2[cH:10][cH:11][c:12]([O:17][CH3:18])[cH:13][c:14]2[c:15]1[Br:16]. Starting materials: C1(=CC=CC=C1)[C@@H](C)N ((R)-1-phenylethanamine), ClCCCO (3-chloropropan-1-ol), C([O-])([O-])=O.[K+].[K+] (potassium carbonate). Run in O (water). Reaction conditions: temperature 100 celsius, time 5 hour. Yields the product C1(=CC=CC=C1)[C@@H](C)NCCCO ((R)-3-(1-phenylethylamino)propan-1-ol). The yield is 83.3%. RXN SMILES: [C:1]1([C@H:7]([NH2:9])[CH3:8])[CH:6]=[CH:5][CH:4]=[CH:3][CH:2]=1.Cl[CH2:11][CH2:12][CH2:13][OH:14].C(=O)([O-])[O-].[K+].[K+]>O>[C:1]1([C@H:7]([NH:9][CH2:11][CH2:12][CH2:13][OH:14])[CH3:8])[CH:6]=[CH:5][CH:4]=[CH:3][CH:2]=1 |f:2.3.4|. Reported procedure: To a solution of (R)-1-phenylethanamine (364 g, 3.00 mol) in water (43.7 ml) was added 3-chloropropan-1-ol (142 g, 1.50 mol) at room temperature. The mixture was stirred at 100° C. for 5 hours. The resulting mixture was cooled to 0° C. and basified with saturated aqueous potassium carbonate. The organic layer was extracted with dichloromethane, dried over sodium sulfate, and concentrated in vacuo. The crude product was distilled under reduced pressure to remove excess (R)-1-phenylethanamine. The...